This data is from the Open Reaction Database (ORD), a public repository of structured organic reaction records. The task is: describe an organic reaction: reactants, conditions, products, and yield Reactants: ClC1=CC(=C(C=C1OC1=C(C=C(C=C1)N)C(F)(F)F)N1C(NC(=CC1=O)C(F)(F)F)=O)F (3-[4-Chloro-2-fluoro-5-(4-amino-2-trifluoromethylphenoxy)phenyl]-6-trifluoromethyl-1,2,3,4-tetrahydropyrimidine-2,4-dione), N(=O)OC(C)(C)C (t-butyl nitrite), O (water). The solvent is CN(C=O)C (N,N-dimethylformamide), CN(C=O)C (N,N-dimethylformamide). Conditions: time 30 minute. Product: ClC1=CC(=C(C=C1OC1=C(C=CC=C1)C(F)(F)F)N1C(NC(=CC1=O)C(F)(F)F)=O)F (3-[4-Chloro-2-fluoro-5-(2-trifluoromethylphenoxy)phenyl]-6-trifluoromethyl-1,2,3,4-tetrahydropyrimidine-2,4-dione), solid. RXN SMILES: [Cl:1][C:2]1[C:7]([O:8][C:9]2[CH:14]=[CH:13][C:12](N)=[CH:11][C:10]=2[C:16]([F:19])([F:18])[F:17])=[CH:6][C:5]([N:20]2[C:25](=[O:26])[CH:24]=[C:23]([C:27]([F:30])([F:29])[F:28])[NH:22][C:21]2=[O:31])=[C:4]([F:32])[CH:3]=1.N(OC(C)(C)C)=O.O>CN(C)C=O>[Cl:1][C:2]1[C:7]([O:8][C:9]2[CH:14]=[CH:13][CH:12]=[CH:11][C:10]=2[C:16]([F:17])([F:18])[F:19])=[CH:6][C:5]([N:20]2[C:25](=[O:26])[CH:24]=[C:23]([C:27]([F:29])([F:30])[F:28])[NH:22][C:21]2=[O:31])=[C:4]([F:32])[CH:3]=1. Reported procedure: 3-[4-Chloro-2-fluoro-5-(4-amino-2-trifluoromethylphenoxy)phenyl]-6-trifluoromethyl-1,2,3,4-tetrahydropyrimidine-2,4-dione (3.0 g) dissolved in anhydrous N,N-dimethylformamide (10 ml) was added to a solution of t-butyl nitrite (1.28 g) in anhydrous N,N-dimethylformamide (40 ml) kept at 60-5° C. under nitrogen. The resulting mixture was stirred for 30 minutes at this temperature. The solution was poured into water and extracted with ethyl acetate:hexane, 1:1, (300 ml). The organic phase was washed... The reactants are C(C=C)OC(=O)N1[C@@H](CCC1)CO ((2S)-1-allyloxycarbonyl-2-hydroxymethylpyrrolidine), C(C(=O)Cl)(=O)Cl (oxalyl chloride), CS(=O)C (dimethyl sulfoxide), Cl (hydrochloric acid). The solvent is ClCCl (dichloromethane), ClCCl (dichloromethane), ClCCl (dichloromethane), C(C)N(CC)CC (triethylamine), C(C)(=O)OCC (ethyl acetate), [Cl-].[Na+].O (brine). Reaction conditions: temperature -78 celsius, time 10 minute. The product is C(C=C)OC(=O)N1C(CCC1)C=O (1-allyloxycarbonyl-2-formylpyrrolidine). The yield is 84.7%. Reaction SMILES: C(Cl)(=O)C(Cl)=O.CS(C)=O.[CH2:11]([O:14][C:15]([N:17]1[CH2:21][CH2:20][CH2:19][C@H:18]1[CH2:22][OH:23])=[O:16])[CH:12]=[CH2:13].Cl>ClCCl.C(OCC)(=O)C.[Cl-].[Na+].O.C(N(CC)CC)C>[CH2:11]([O:14][C:15]([N:17]1[CH2:21][CH2:20][CH2:19][CH:18]1[CH:22]=[O:23])=[O:16])[CH:12]=[CH2:13] |f:6.7.8|. Reported procedure: To a solution of oxalyl chloride (5.45 ml) in dichloromethane (100 ml) was added dropwise a solution of dimethyl sulfoxide (9.67 ml) in dichloromethane (10 ml) at -78° C. After stirring at -78° C. for 10 minutes, to the mixture was added dropwise a solution of (2S)-1-allyloxycarbonyl-2-hydroxymethylpyrrolidine (10.41 g) in dichloromethane (20 ml). After stirring at -78° C. for 10 minutes, to the mixture was added dropwise triethylamine (39.6 ml) and the resulting mixture was allowed to warm to 0...